From a dataset of the Open Reaction Database (ORD), a public repository of structured organic reaction records. describe an organic reaction: reactants, conditions, products, and yield The reactants are C(C)OC([C@](CN(NC(=O)C1=CC(=NO1)O)CC1=CC=C(C=C1)C1=C(C=CC(=C1)Cl)F)(C)O)=O ((R)-3-[N-(5′-Chloro-2′-fluorobiphenyl-4-ylmethyl)-N′-(3-hydroxy-isoxazole-5-carbonyl)-hydrazino]-2-hydroxy-2-methyl-propionic acid ethyl ester), C(CCCCCC)O (1-heptanol), Cl (HCl), O1CCOCC1 (dioxane). Reported procedure: (R)-3-[N-(5′-Chloro-2′-fluorobiphenyl-4-ylmethyl)-N′-(3-hydroxy-isoxazole-5-carbonyl)-hydrazino]-2-hydroxy-2-methyl-propionic acid ethyl ester (100 mg, 0.2 mmol) was dissolved in 1-heptanol (6 g, 50 mmol), followed by the addition of 4 M HCl in dioxane (1 mL, 4 mmol). The resulting mixture was stirred at room temperature for 8 hours, then evaporated under reduced pressure and purified (Interchim reverse phase chromatography column) The pure fractions were lyophilized to yield the title compound ... Reaction conditions: time 8 hour. The yield is 24.0%. RXN SMILES: [CH2:1]([O:3][C:4](=[O:34])[C@@:5]([OH:33])([CH3:32])[CH2:6][N:7]([CH2:17][C:18]1[CH:23]=[CH:22][C:21]([C:24]2[CH:29]=[C:28]([Cl:30])[CH:27]=[CH:26][C:25]=2[F:31])=[CH:20][CH:19]=1)[NH:8][C:9]([C:11]1[O:15][N:14]=[C:13]([OH:16])[CH:12]=1)=[O:10])[CH3:2].[CH2:35](O)[CH2:36][CH2:37][CH2:38][CH2:39]CC.Cl.O1CCOCC1>>[CH2:1]([O:3][C:4](=[O:34])[C@@:5]([OH:33])([CH3:32])[CH2:6][N:7]([CH2:17][C:18]1[CH:19]=[CH:20][C:21]([C:24]2[CH:29]=[C:28]([Cl:30])[CH:27]=[CH:26][C:25]=2[F:31])=[CH:22][CH:23]=1)[NH:8][C:9]([C:11]1[O:15][N:14]=[C:13]([OH:16])[CH:12]=1)=[O:10])[CH2:2][CH2:35][CH2:36][CH2:37][CH2:38][CH3:39]. Product: C(CCCCCC)OC([C@](CN(NC(=O)C1=CC(=NO1)O)CC1=CC=C(C=C1)C1=C(C=CC(=C1)Cl)F)(C)O)=O ((R)-3-[N-(5′-Chloro-2′-fluorobiphenyl-4-ylmethyl)-N′-(3-hydroxy-isoxazole-5-carbonyl)-hydrazino]-2-hydroxy-2-methyl-propionic acid heptyl ester).